From a dataset of the Open Reaction Database (ORD), a public repository of structured organic reaction records. describe an organic reaction: reactants, conditions, products, and yield Reactants: C(CCCCCCCCCCC)N1N=NN=C1C(C(=O)OCC)C1=CC=CC=C1 ((±)-1-Dodecyl-α-phenyl-1H-tetrazole-5-acetic acid, ethyl ester), compound, [OH-].[Na+] (sodium hydroxide). The solvent is C(C)O (ethanol). Run at time 30 minute. Product: C(C1=CC=CC=C1)C1=NN=NN1CCCCCCCCCCCC (5-Benzyl-1-dodecyl-1H-tetrazole). RXN SMILES: [CH2:1]([N:13]1[C:17]([CH:18]([C:24]2[CH:29]=[CH:28][CH:27]=[CH:26][CH:25]=2)C(OCC)=O)=[N:16][N:15]=[N:14]1)[CH2:2][CH2:3][CH2:4][CH2:5][CH2:6][CH2:7][CH2:8][CH2:9][CH2:10][CH2:11][CH3:12].[OH-].[Na+]>C(O)C>[CH2:18]([C:17]1[N:13]([CH2:1][CH2:2][CH2:3][CH2:4][CH2:5][CH2:6][CH2:7][CH2:8][CH2:9][CH2:10][CH2:11][CH3:12])[N:14]=[N:15][N:16]=1)[C:24]1[CH:25]=[CH:26][CH:27]=[CH:28][CH:29]=1 |f:1.2|. Procedure: (±)-1-Dodecyl-α-phenyl-1H-tetrazole-5-acetic acid, ethyl ester, i.e., the compound of Example 13(c) (14 g; 0.034 mmoles) was dissolved in absolute ethanol (175 mL) and treated with sodium hydroxide pellets (2.7 g; 0.069 mmoles). The solution was stirred for 30 minutes forming a gelatinous precipitate. The solid was removed by filtration, dissolved in water, and then acidified to a pH of 1.0 using concentrated HCl. The precipitate was collected by filtration and washed with water. Yield: 8.5 g (7... Starting materials: CC(=O)C.C(=O)=O (acetone cardice), ClC1=C(C=CC=C1Cl)C1C(=C(NC(=C1C(=O)OC)C)COCC#C)C(=O)OCC (1-{[4-(2,3-dichlorophenyl)-3-ethoxycarbonyl-5-methoxycarbonyl-6-methyl-1,4-dihydropyrid-2-yl]methoxy}prop-2-yne), solution, C(CCC)[Li] (n-butyllithium), C(C1=CC=CC=C1)=O (benzaldehyde). The solvent is O1CCCC1 (tetrahydrofuran), CCCCCC (hexane), O1CCCC1 (tetrahydrofuran). Conditions: time 2 hour. Product: ClC1=C(C=CC=C1Cl)C1C(=C(NC(=C1C(=O)OC)C)COCC#CC(C1=CC=CC=C1)O)C(=O)OCC (4-{[4-(2,3-Dichlorophenyl)-3-ethoxycarbonyl-5-methoxycarbonyl-6-methyl-1,4-dihydropyrid-2-yl]-methoxy}-1-hydroxy-1-phenylbut-2-yne). The yield is 21.9%. As a reaction SMILES: C([Li])CCC.CC(C)=O.C(=O)=O.[Cl:13][C:14]1[C:19]([Cl:20])=[CH:18][CH:17]=[CH:16][C:15]=1[CH:21]1[C:26]([C:27]([O:29][CH3:30])=[O:28])=[C:25]([CH3:31])[NH:24][C:23]([CH2:32][O:33][CH2:34][C:35]#[CH:36])=[C:22]1[C:37]([O:39][CH2:40][CH3:41])=[O:38].[CH:42](=[O:49])[C:43]1[CH:48]=[CH:47][CH:46]=[CH:45][CH:44]=1>CCCCCC.O1CCCC1>[Cl:13][C:14]1[C:19]([Cl:20])=[CH:18][CH:17]=[CH:16][C:15]=1[CH:21]1[C:26]([C:27]([O:29][CH3:30])=[O:28])=[C:25]([CH3:31])[NH:24][C:23]([CH2:32][O:33][CH2:34][C:35]#[C:36][CH:42]([OH:49])[C:43]2[CH:48]=[CH:47][CH:46]=[CH:45][CH:44]=2)=[C:22]1[C:37]([O:39][CH2:40][CH3:41])=[O:38] |f:1.2|. Procedure: A 1.6M solution of n-butyllithium in hexane (3.4 ml) was added dropwise over 15 minutes to a stirred, cooled (acetone/cardice bath) solution of 1-{[4-(2,3-dichlorophenyl)-3-ethoxycarbonyl-5-methoxycarbonyl-6-methyl-1,4-dihydropyrid-2-yl]methoxy}prop-2-yne (1.10 g) in tetrahydrofuran (25 ml) and the mixture stirred at -70° for 2 hours. The mixture was then allowed to warm up to between -35° and -40°, stirred at that temperature for 2 hours, treated dropwise with a solution of benzaldehyde (0.16 g... Product: Cl.Cl.NC1[C@@H]2N(C(=C(CS2)C[N+]2(CCCC2)C)C(=O)[O-])C1=O (7-amino-3-(1-methyl-1-pyrrolidinio)methyl-3-cephem-4-carboxylate dihydrochloride). Starting materials: C(C1=CC=CC=C1)(=O)NC1[C@@H]2N(C(=C(CS2)C[N+]2(CCCC2)C)C(=O)[O-])C1=O (7-benzoylamino-3-(1-methyl-1-pyrrolidinio)methyl-3-cephem-4-carboxylate), C[Si](C)(C)Cl (trimethylsilyl chloride), P(Cl)(Cl)(Cl)(Cl)Cl (phosphorus pentachloride), C(CCO)O (1,3-propanediol). Reaction conditions: temperature -30 celsius, time 1 hour. Run in ClCCl (dichloromethane), CN(C1=CC=CC=C1)C (N,N-dimethylaniline), ClCCl (dichloromethane), C(C(C)C)O (isobutyl alcohol). Procedure: To a suspension of 7-benzoylamino-3-(1-methyl-1-pyrrolidinio)methyl-3-cephem-4-carboxylate (15 g) in a mixture of dichloromethane (300 ml) and N,N-dimethylaniline (41.7 g) was added dropwise trimethylsilyl chloride (31.2 g) at 5° C. After being stirred for 1 hour at 5°-10° C., the mixture was cooled up to -30° C. and then phosphorus pentachloride (11.9 g), was added thereto. After the mixture was stirred for 1 hour at -20°~-30° C., a mixture of isobutyl alcohol (21.2 g) and 1,3-propanediol (21.8... As a reaction SMILES: C([NH:9][CH:10]1[C:27](=[O:28])[N:12]2[C:13]([C:24]([O-:26])=[O:25])=[C:14]([CH2:17][N+:18]3([CH3:23])[CH2:22][CH2:21][CH2:20][CH2:19]3)[CH2:15][S:16][C@H:11]12)(=O)C1C=CC=CC=1.C[Si]([Cl:33])(C)C.P(Cl)(Cl)(Cl)(Cl)[Cl:35].C(O)CCO>ClCCl.CN(C)C1C=CC=CC=1.C(O)C(C)C>[ClH:33].[ClH:35].[NH2:9][CH:10]1[C:27](=[O:28])[N:12]2[C:13]([C:24]([O-:26])=[O:25])=[C:14]([CH2:17][N+:18]3([CH3:23])[CH2:22][CH2:21][CH2:20][CH2:19]3)[CH2:15][S:16][C@H:11]12 |f:7.8.9|. Starting materials: C(=O)([O-])C(O)C(O)C(=O)[O-] (tartrate), C1(CC1)CN1[C@H]2[C@@]3(CC[C@H]([C@H]4[C@@]3(C=3C(=C(C=CC3C2)O)O4)CC1)N(C(C=CC1=CC=CC=C1)=O)C)O (17-cyclopropylmethyl-3,14β-dihydroxy-4,5α-epoxy-6β-(N-methylcinnamamido)morphinan). Product: C1(CC1)CN1[C@H]2[C@@]3(CC[C@H]([C@H]4[C@@]3(C=3C(=C(C=CC3C2)O)O4)CC1)N(C(C=CC1=CC=CC=C1)=O)C)OC(C)=O (17-Cyclopropylmethyl-3-hydroxy-14β-acetoxy-4,5α-epoxy-6β-(N-methylcinnamamido)morphinan). As a reaction SMILES: [C:1]([CH:4](C(C([O-])=O)O)O)([O-])=[O:2].[CH:11]1([CH2:14][N:15]2[CH2:33][CH2:32][C@:22]34[C:23]5[C:24]6[O:31][C@H:21]3[C@H:20]([N:34]([CH3:45])[C:35](=[O:44])[CH:36]=[CH:37][C:38]3[CH:43]=[CH:42][CH:41]=[CH:40][CH:39]=3)[CH2:19][CH2:18][C@@:17]4([OH:46])[C@H:16]2[CH2:29][C:28]=5[CH:27]=[CH:26][C:25]=6[OH:30])[CH2:13][CH2:12]1>>[CH:11]1([CH2:14][N:15]2[CH2:33][CH2:32][C@:22]34[C:23]5[C:24]6[O:31][C@H:21]3[C@H:20]([N:34]([CH3:45])[C:35](=[O:44])[CH:36]=[CH:37][C:38]3[CH:43]=[CH:42][CH:41]=[CH:40][CH:39]=3)[CH2:19][CH2:18][C@@:17]4([O:46][C:1](=[O:2])[CH3:4])[C@H:16]2[CH2:29][C:28]=5[CH:27]=[CH:26][C:25]=6[OH:30])[CH2:12][CH2:13]1. Procedure details: tartrate 144 (yield: 48%) was obtained by following the procedure of example 133 but using 17-cyclopropylmethyl-3,14β-dihydroxy-4,5α-epoxy-6β-(N-methylcinnamamido)morphinan (free base of 99) instead of 17-cyclopropylmethyl-4,5α-epoxy-3,14β-dihydroxy-6α-(N-methyl-3,4-dichlorophenylacetamido) morphinan (free base of 1). The reactants are B, CC(=O)c1cccn2c(-c3nc(NC(C)c4ccc(N5CCNCC5)cc4)ncc3C#N)cnc12, O=C([O-])O, CO, [Na+], [Na], C1CCOC1. Product: CC(O)c1cccn2c(-c3nc(NC(C)c4ccc(N5CCNCC5)cc4)ncc3C#N)cnc12. Reaction SMILES: [BH3:36].[C:1]([CH3:2])(=[O:3])[c:4]1[c:5]2[n:6]([cH:7][cH:8][cH:9]1)[c:10](-[c:13]1[n:14][c:15]([NH:21][CH:22]([CH3:23])[c:24]3[cH:25][cH:26][c:27]([N:30]4[CH2:31][CH2:32][NH:33][CH2:34][CH2:35]4)[cH:28][cH:29]3)[n:16][cH:17][c:18]1[C:19]#[N:20])[cH:11][n:12]2.[C:38](=[O:39])([O-:40])[OH:41].[CH3:48][OH:49].[Na+:42].[Na:37].[O:43]1[CH2:44][CH2:45][CH2:46][CH2:47]1>>[CH:1]([CH3:2])([OH:3])[c:4]1[c:5]2[n:6]([cH:7][cH:8][cH:9]1)[c:10](-[c:13]1[n:14][c:15]([NH:21][CH:22]([CH3:23])[c:24]3[cH:25][cH:26][c:27]([N:30]4[CH2:31][CH2:32][NH:33][CH2:34][CH2:35]4)[cH:28][cH:29]3)[n:16][cH:17][c:18]1[C:19]#[N:20])[cH:11][n:12]2.